This data is from the Open Reaction Database (ORD), a public repository of structured organic reaction records. The task is: describe an organic reaction: reactants, conditions, products, and yield The reactants are NC1=CC(=NC=C1I)Br (4-Amino-2-bromo-5-iodopyridine), C1(=C(C=CC=C1)P(C1=C(C=CC=C1)C)C1=C(C=CC=C1)C)C (tri-o-tolylphosphine), C(C)(C)N(CC)C(C)C (di-isopropylethylamine), C(=C)C(=O)C (methyl vinyl ketone). The reagents and catalysts are C(C)(=O)[O-].[Pd+2].C(C)(=O)[O-] (palladium acetate). Solvent: CN(C)C=O (DMF). Conditions: temperature 80 celsius. Product: NC1=C(C=NC(=C1)Br)/C=C/C(C)=O ((E)-4-(4-Amino-6-bromopyridin-3-yl)but-3-en-2-one). Yield: 78.8%. As a reaction SMILES: [NH2:1][C:2]1[C:7](I)=[CH:6][N:5]=[C:4]([Br:9])[CH:3]=1.C1(C)C=CC=CC=1P(C1C=CC=CC=1C)C1C=CC=CC=1C.C(N(C(C)C)CC)(C)C.[CH:41]([C:43]([CH3:45])=[O:44])=[CH2:42]>CN(C=O)C.C([O-])(=O)C.[Pd+2].C([O-])(=O)C>[NH2:1][C:2]1[CH:3]=[C:4]([Br:9])[N:5]=[CH:6][C:7]=1/[CH:42]=[CH:41]/[C:43](=[O:44])[CH3:45] |f:5.6.7|. Reported procedure: 4-Amino-2-bromo-5-iodopyridine (4.49 g 15 mmol), tri-o-tolylphosphine (363 mg 1.2 mmol) and palladium acetate (135 mg 0.60 mmol) were dissolved in DMF (45 mL) and di-isopropylethylamine (3.76 mL, 21.6 mmol) and methyl vinyl ketone (2.45 mL, 30 mmol) were added. The reaction was placed under nitrogen and heated at 80° C. for 70 minutes. The reaction was cooled and concentrated in vacuo. Ethyl acetate (150 mL) was added and the solution was washed with water (80 mL). The organic layer was collecte... The reactants are OC=1C=C(C=CC1)C12OCC(CC1)(CC2)CC(=O)O (2-(1-(3-hydroxyphenyl)-2-oxabicyclo[2.2.2]octan-4-yl)acetic acid), CC=1C=CC(=CC1)S(=O)(=O)O (p-TsOH). The solvent is CO (MeOH). Reaction conditions: temperature 60 celsius, time 18 hour. Product: OC=1C=C(C=CC1)C12OCC(CC1)(CC2)CC(=O)OC (Methyl 2-(1-(3-hydroxyphenyl)-2-oxabicyclo[2.2.2]octan-4-yl)acetate). Isolated yield 925.1%. Reaction SMILES: [OH:1][C:2]1[CH:3]=[C:4]([C:8]23[CH2:15][CH2:14][C:11]([CH2:16][C:17]([OH:19])=[O:18])([CH2:12][CH2:13]2)[CH2:10][O:9]3)[CH:5]=[CH:6][CH:7]=1.[CH3:20]C1C=CC(S(O)(=O)=O)=CC=1>CO>[OH:1][C:2]1[CH:3]=[C:4]([C:8]23[CH2:13][CH2:12][C:11]([CH2:16][C:17]([O:19][CH3:20])=[O:18])([CH2:14][CH2:15]2)[CH2:10][O:9]3)[CH:5]=[CH:6][CH:7]=1. Reported procedure: A mixture of 2-(1-(3-hydroxyphenyl)-2-oxabicyclo[2.2.2]octan-4-yl)acetic acid (910 mg, 3.47 mmol) and p-TsOH (66 mg, 0.347 mmol) in MeOH (10 mL) was stirred at 60° C. for 18 h. The reaction was concentrated in vacuo. The crude oil was purified by flash chromatography on SiO2 (0 to 50% EtOAc:hexanes) to afford the title compound (887 mg, 93% yield) as a clear oil. LCMS, [M+H]+=277.3. 1H NMR (500 MHz, CDCl3) δ 7.13 (t, J=7.9 Hz, 1H), 6.93-6.84 (m, 2H), 6.69-6.63 (m, 1H), 6.13 (s, 1H), 3.94 (s, 2H)... The reactants are COc1ccc(Br)cc1, CC(=O)[O-], CC(=O)[O-], CC(C)(C)[O-], Cc1ccccc1, Cl, [Na+], O=C1CCCCC1, [Pd+2]. Yields the product COc1ccc(C2CCCCC2=O)cc1. As a reaction SMILES: [Br:1][c:2]1[cH:3][cH:4][c:5]([O:8][CH3:9])[cH:6][cH:7]1.[C:24]([O-:25])(=[O:26])[CH3:27].[C:29]([O-:30])(=[O:31])[CH3:32].[CH3:17][C:18]([CH3:19])([O-:20])[CH3:21].[CH3:33][c:34]1[cH:35][cH:36][cH:37][cH:38][cH:39]1.[ClH:23].[Na+:22].[O:10]=[C:11]1[CH2:12][CH2:13][CH2:14][CH2:15][CH2:16]1.[Pd+2:28]>>[c:2]1([CH:12]2[C:11](=[O:10])[CH2:16][CH2:15][CH2:14][CH2:13]2)[cH:3][cH:4][c:5]([O:8][CH3:9])[cH:6][cH:7]1. Starting materials: C(C)(C)(C)OC(=O)C=1C(=NC2=CC=C(C=C2C1C1=CC(=CC=C1)Cl)Cl)OS(=O)(=O)C(F)(F)F (6-chloro-4-(3-chloro-phenyl)-2-trifluoromethanesulfonyloxy-quinoline-3-carboxylic acid tert-butyl ester), N1CCCCC1 (piperidine), solid. The product is C(C)(C)(C)OC(=O)C=1C(=NC2=CC=C(C=C2C1C1=CC(=CC=C1)Cl)Cl)N1CCCCC1 (6-Chloro-4-(3-chloro-phenyl)-2-piperidin-1-yl-quinoline-3-carboxylic acid tert-butyl ester). Reaction SMILES: [C:1]([O:5][C:6]([C:8]1[C:9](OS(C(F)(F)F)(=O)=O)=[N:10][C:11]2[C:16]([C:17]=1[C:18]1[CH:23]=[CH:22][CH:21]=[C:20]([Cl:24])[CH:19]=1)=[CH:15][C:14]([Cl:25])=[CH:13][CH:12]=2)=[O:7])([CH3:4])([CH3:3])[CH3:2].[NH:34]1[CH2:39][CH2:38][CH2:37][CH2:36][CH2:35]1>>[C:1]([O:5][C:6]([C:8]1[C:9]([N:34]2[CH2:39][CH2:38][CH2:37][CH2:36][CH2:35]2)=[N:10][C:11]2[C:16]([C:17]=1[C:18]1[CH:23]=[CH:22][CH:21]=[C:20]([Cl:24])[CH:19]=1)=[CH:15][C:14]([Cl:25])=[CH:13][CH:12]=2)=[O:7])([CH3:4])([CH3:3])[CH3:2]. Procedure details: The title compound was prepared in analogy to example 92 step A from 6-chloro-4-(3-chloro-phenyl)-2-trifluoromethanesulfonyloxy-quinoline-3-carboxylic acid tert-butyl ester (prepared as described in example 91 step C, 150 mg, 0.29 mmol) and piperidine (0.057 ml, 0.58 mmol). Pale yellow solid (95 mg, 72%). LC-MS (ESI): 457 (M+H)+. Starting materials: CC(C)(C)[Si](C)(C)OCCC1CCCN(c2cnc(-c3ccccc3)c(-c3ccccc3)n2)C1, CCCC[N+](CCCC)(CCCC)CCCC, [F-], C1CCOC1. Product: OCCC1CCCN(c2cnc(-c3ccccc3)c(-c3ccccc3)n2)C1. Reaction SMILES: [C:1]([Si:2]([CH3:3])([CH3:4])[O:6][CH2:7][CH2:8][CH:9]1[CH2:10][N:11]([c:15]2[n:16][c:17](-[c:27]3[cH:28][cH:29][cH:30][cH:31][cH:32]3)[c:18](-[c:21]3[cH:22][cH:23][cH:24][cH:25][cH:26]3)[n:19][cH:20]2)[CH2:12][CH2:13][CH2:14]1)([CH3:5])([CH3:33])[CH3:34].[CH2:41]([N+:42]([CH2:43][CH2:44][CH2:45][CH3:46])([CH2:47][CH2:48][CH2:49][CH3:50])[CH2:51][CH2:52][CH2:53][CH3:54])[CH2:55][CH2:56][CH3:57].[F-:40].[O:35]1[CH2:36][CH2:37][CH2:38][CH2:39]1>>[OH:6][CH2:7][CH2:8][CH:9]1[CH2:10][N:11]([c:15]2[n:16][c:17](-[c:27]3[cH:28][cH:29][cH:30][cH:31][cH:32]3)[c:18](-[c:21]3[cH:22][cH:23][cH:24][cH:25][cH:26]3)[n:19][cH:20]2)[CH2:12][CH2:13][CH2:14]1. Starting materials: CC=Cc1c(C)cccc1C(=O)NC1(C(=O)OCC)Cc2ccccc2C1, CCO, [K+], [OH-], O. Product: CC=Cc1c(C)cccc1C(=O)NC1(C(=O)O)Cc2ccccc2C1. RXN SMILES: [CH2:1]([CH3:2])[O:3][C:4](=[O:5])[C:6]1([NH:15][C:16]([c:17]2[c:18]([CH:24]=[CH:25][CH3:26])[c:19]([CH3:23])[cH:20][cH:21][cH:22]2)=[O:27])[CH2:7][c:8]2[cH:9][cH:10][cH:11][cH:12][c:13]2[CH2:14]1.[CH3:31][CH2:32][OH:33].[K+:29].[OH-:28].[OH2:30]>>[O:3]=[C:4]([OH:5])[C:6]1([NH:15][C:16]([c:17]2[c:18]([CH:24]=[CH:25][CH3:26])[c:19]([CH3:23])[cH:20][cH:21][cH:22]2)=[O:27])[CH2:7][c:8]2[cH:9][cH:10][cH:11][cH:12][c:13]2[CH2:14]1. The reactants are FC1=CC=C(C=C1)C1=C(N(C=N1)C1CCNCC1)C1=NC(=NC=C1)OC (4-[5-(4-fluorophenyl)-3-piperidin-4-ylimidazol-4-yl]-2-methoxypyrimidine), ClC=1C=CC=2N(N1)C(=NN2)C(F)(F)F (6-chloro-3-(trifluoromethyl)-[1,2,4]triazolo[4,3-b]pyridazine). Yields the product FC1=CC=C(C=C1)C=1N=CN(C1C1=NC(=NC=C1)OC)C1CCN(CC1)C=1C=CC=2N(N1)C(=NN2)C(F)(F)F (6-[4-[4-(4-fluorophenyl)-5-(2-methoxypyrimidin-4-yl)imidazol-1-yl]piperidin-1-yl]-3-(trifluoromethyl)-[1,2,4]triazolo[4,3-b]pyridazine). Reaction SMILES: [F:1][C:2]1[CH:7]=[CH:6][C:5]([C:8]2[N:12]=[CH:11][N:10]([CH:13]3[CH2:18][CH2:17][NH:16][CH2:15][CH2:14]3)[C:9]=2[C:19]2[CH:24]=[CH:23][N:22]=[C:21]([O:25][CH3:26])[N:20]=2)=[CH:4][CH:3]=1.Cl[C:28]1[CH:29]=[CH:30][C:31]2[N:32]([C:34]([C:37]([F:40])([F:39])[F:38])=[N:35][N:36]=2)[N:33]=1>>[F:1][C:2]1[CH:3]=[CH:4][C:5]([C:8]2[N:12]=[CH:11][N:10]([CH:13]3[CH2:18][CH2:17][N:16]([C:28]4[CH:29]=[CH:30][C:31]5[N:32]([C:34]([C:37]([F:38])([F:40])[F:39])=[N:35][N:36]=5)[N:33]=4)[CH2:15][CH2:14]3)[C:9]=2[C:19]2[CH:24]=[CH:23][N:22]=[C:21]([O:25][CH3:26])[N:20]=2)=[CH:6][CH:7]=1. Reported procedure: A mixture of 4-[5-(4-fluorophenyl)-3-piperidin-4-ylimidazol-4-yl]-2-methoxypyrimidine and 6-chloro-3-(trifluoromethyl)-[1,2,4]triazolo[4,3-b]pyridazine was allowed to react by General Synthetic Method 3. The crude product was purified by hplc using a Waters XTerra C18 column (5μ silica, 19 mm diameter, 100 mm length) eluted with decreasingly polar mixtures of water (containing 0.1% aqueous ammonia) and acetonitrile as eluents to give 6-[4-[4-(4-fluorophenyl)-5-(2-methoxypyrimidin-4-yl)imidazol-1...